Dataset: the Open Reaction Database (ORD), a public repository of structured organic reaction records. Task: describe an organic reaction: reactants, conditions, products, and yield The reactants are CC(C)=CCBr, COc1ccc(-c2cc3c4c(c2)C2CNCCC2N4CCC3)c(C(F)(F)F)c1, N. The product is COc1ccc(-c2cc3c4c(c2)C2CN(CC=C(C)C)CCC2N4CCC3)c(C(F)(F)F)c1. As a reaction SMILES: [Br:29][CH2:30][CH:31]=[C:32]([CH3:33])[CH3:34].[CH3:1][O:2][c:3]1[cH:4][c:5]([C:25]([F:26])([F:27])[F:28])[c:6](-[c:9]2[cH:10][c:11]3[c:16]4[c:17]([cH:18]2)[CH:19]2[CH:20]([N:15]4[CH2:14][CH2:13][CH2:12]3)[CH2:21][CH2:22][NH:23][CH2:24]2)[cH:7][cH:8]1.[NH3:35]>>[CH3:1][O:2][c:3]1[cH:4][c:5]([C:25]([F:26])([F:27])[F:28])[c:6](-[c:9]2[cH:10][c:11]3[c:16]4[c:17]([cH:18]2)[CH:19]2[CH:20]([N:15]4[CH2:14][CH2:13][CH2:12]3)[CH2:21][CH2:22][N:23]([CH2:30][CH:31]=[C:32]([CH3:33])[CH3:34])[CH2:24]2)[cH:7][cH:8]1. Reactants: [BH4-], N#C[Na], O=Cc1ccccc1OCc1ccccc1, CC(=O)O, CO, CC(C)(C)OC(=O)NCc1cccc(C(O)c2cc(Cl)ccc2N)c1. The product is CC(C)(C)OC(=O)NCc1cccc(C(O)c2cc(Cl)ccc2NCc2ccccc2OCc2ccccc2)c1. RXN SMILES: [BH4-:46].[C:47]([Na:48])#[N:49].[CH2:26]([c:27]1[cH:28][cH:29][cH:30][cH:31][cH:32]1)[O:33][c:34]1[c:35]([CH:36]=[O:37])[cH:38][cH:39][cH:40][cH:41]1.[CH3:42][C:43](=[O:44])[OH:45].[CH3:50][OH:51].[NH2:1][c:2]1[c:3]([CH:4]([c:5]2[cH:6][c:7]([CH2:11][NH:12][C:13](=[O:14])[O:15][C:16]([CH3:17])([CH3:18])[CH3:19])[cH:8][cH:9][cH:10]2)[OH:20])[cH:21][c:22]([Cl:25])[cH:23][cH:24]1>>[NH:1]([c:2]1[c:3]([CH:4]([c:5]2[cH:6][c:7]([CH2:11][NH:12][C:13](=[O:14])[O:15][C:16]([CH3:17])([CH3:18])[CH3:19])[cH:8][cH:9][cH:10]2)[OH:20])[cH:21][c:22]([Cl:25])[cH:23][cH:24]1)[CH2:36][c:35]1[c:34]([O:33][CH2:26][c:27]2[cH:28][cH:29][cH:30][cH:31][cH:32]2)[cH:41][cH:40][cH:39][cH:38]1. Reactants: C(C)(=O)[O-].[Na+] (sodium acetate), BrBr (bromine), C(C)(C)(C)C1=CC(=NO1)NC(OC)=O (methyl 5-t-butyl-3-isoxazolylcarbamate), C(C)(=O)[O-].[Na+] (sodium acetate), BrBr (bromine), C(Cl)Cl (methylene chloride), resultant mixture. The reagents and catalysts are C(=O)O (formic acid). Solvent: C(C)(=O)O (acetic acid), C(C)(=O)O (acetic acid). Reaction conditions: temperature 70 celsius. The product is BrC=1C(=NOC1C(C)(C)C)NC(OC)=O (methyl 4-bromo-5-t-butyl-3-isoxazolylcarbamate). Isolated yield 99.1%. RXN SMILES: [C:1]([C:5]1[O:9][N:8]=[C:7]([NH:10][C:11](=[O:14])[O:12][CH3:13])[CH:6]=1)([CH3:4])([CH3:3])[CH3:2].C([O-])(=O)C.[Na+].[Br:20]Br.C(Cl)Cl>C(O)(=O)C.C(O)=O>[Br:20][C:6]1[C:7]([NH:10][C:11](=[O:14])[O:12][CH3:13])=[N:8][O:9][C:5]=1[C:1]([CH3:4])([CH3:2])[CH3:3] |f:1.2|. Procedure details: To a solution of methyl 5-t-butyl-3-isoxazolylcarbamate (2.00 g) and anhydrous sodium acetate (1.1 mol equivalent) in glacial acetic acid (5 ml), bromine (1.0 mol equivalent) is added. The resultant mixture is heated at 50° C for 53 hours and mixed with glacial acetic acid (5 ml), anhydrous sodium acetate (0.91 g) and bromine (0.81 g). The mixture is heated at 70° C for 31 hours, mixed with several drops of formic acid, poured onto ice water (50 ml) and shaken with methylene chloride. The organi... Reactants: C(C)(=O)O (acetic acid), ClC1=C2CCCC2=CC(=C1Cl)OC (4,5-Dichloro-6-methoxy-2,3-dihydro-1H-indene), C(C)(=O)O (acetic acid). The reagents and catalysts are [O-2].[O-2].[O-2].[Cr+6] (chromium trioxide). Solvent: O (water), O (water). Run at time 1 hour. The product is ClC1=C(C=C2CCC(C2=C1Cl)=O)OC (6,7-dichloro-5-methoxy-2,3-dihydro-1H-inden-1-one). As a reaction SMILES: [Cl:1][C:2]1[C:10]([Cl:11])=[C:9]([O:12][CH3:13])[CH:8]=[C:7]2[C:3]=1[CH2:4][CH2:5][CH2:6]2.C(O)(=[O:16])C>O.[O-2].[O-2].[O-2].[Cr+6]>[Cl:11][C:10]1[C:2]([Cl:1])=[C:3]2[C:7]([CH2:6][CH2:5][C:4]2=[O:16])=[CH:8][C:9]=1[O:12][CH3:13] |f:3.4.5.6|. Procedure details: 4,5-Dichloro-6-methoxy-2,3-dihydro-1H-indene (21 gm., 0.097 mole) is dissolved in acetic acid (280 ml.) and chromium trioxide (14 gm., 0.14 mole) in a mixture of water (15 ml.) and acetic acid (40 ml.) is added dropwise with stirring over a period of one hour. The mixture is poured, with stirring into cold water (1200 ml.) and the solid that separates is removed by filtration, washed with water and dried. The product, which consists of a mixture of the desired material and the isomer described i... As a reaction SMILES: CN(C)/[CH:3]=[C:4]1\[CH2:5][CH2:6][CH2:7][C:8]([OH:17])([C:11]2[CH:12]=[N:13][CH:14]=[CH:15][CH:16]=2)[C:9]\1=O.[N+]([O-])(O)=O.[N+]([O-])(O)=O.[CH3:27][O:28][C:29]1[CH:30]=[C:31]([NH:41][C:42]([NH2:44])=[NH:43])[CH:32]=[CH:33][C:34]=1[N:35]1[CH:39]=[C:38]([CH3:40])[N:37]=[CH:36]1>>[CH3:27][O:28][C:29]1[CH:30]=[C:31]([NH:41][C:42]2[N:44]=[CH:3][C:4]3[CH2:5][CH2:6][CH2:7][C:8]([C:11]4[CH:12]=[N:13][CH:14]=[CH:15][CH:16]=4)([OH:17])[C:9]=3[N:43]=2)[CH:32]=[CH:33][C:34]=1[N:35]1[CH:39]=[C:38]([CH3:40])[N:37]=[CH:36]1 |f:1.2.3|. Yields the product COC=1C=C(C=CC1N1C=NC(=C1)C)NC1=NC=2C(CCCC2C=N1)(O)C=1C=NC=CC1 (2-[3-Methoxy-4-(4-methyl-imidazol-1-yl)-phenylamino]-8-pyridin-3-yl-5,6,7,8-tetrahydro-quinazolin-8-ol), solid. The yield is 63.0%. The reactants are CN(\C=C\1/CCCC(C1=O)(C=1C=NC=CC1)O)C (6-[1-dimethylamino-meth-(E)-ylidene]-2-hydroxy-2-pyridin-3-yl-cyclohexanone), [N+](=O)(O)[O-].[N+](=O)(O)[O-].COC=1C=C(C=CC1N1C=NC(=C1)C)NC(=N)N (N-[3-methoxy-4-(4-methyl-imidazol-1-yl)-phenyl]-guanidine dinitrate). Procedure details: The title compound was prepared from crude 6-[1-dimethylamino-meth-(E)-ylidene]-2-hydroxy-2-pyridin-3-yl-cyclohexanone (59 mg, 0.24 mmol) and N-[3-methoxy-4-(4-methyl-imidazol-1-yl)-phenyl]-guanidine dinitrate (74 mg, 0.20 mmol) using in analogous manner the procedure described in example 45b). Obtained as a yellow solid (54 mg, 63%). MS ISP (m/e): 429.3 (100) [(M+H)+]. 1H NMR (DMSO-D6, 300 MHz): δ (ppm)=9.63 (s, 1H), 8.51 (s, 1H), 8.42 (m, 2H), 7.72 (s, 1H), 7.68 (d, 1H), 7.62 (s, 1H), 7.33 (dd... Starting materials: Cl.FC1=C(C=C(C=C1OCCO)OC)[C@H](C1=NN(C(N1)=O)C1=NC=CC=N1)NC1=CC=C(C(=N)N)C=C1 (4-{[(R)-[2-fluoro-3-(2-hydroxyethoxy)-5-methoxyphenyl](5-oxo-1-pyrimidin-2-yl-4,5-dihydro-1H-[1,2,4]-triazol-3-yl)methyl]amino}benzamidine hydrochloride), C(C)(=O)OC(C)=O (acetic anhydride), C(C)(=O)OC(C)=O (acetic anhydride), C([O-])([O-])=O.[K+].[K+] (potassium carbonate), C(OCC(=C)C)(OC1=CC=CC=C1)=O (2-methyl-allyl phenyl carbonate), C(O)([O-])=O.[Na+] (sodium hydrogen carbonate). Reagents/catalysts: CN(C1=CC=NC=C1)C (4-dimethylaminopyridine). Solvent: CS(=O)C (dimethyl sulfoxide), C(C)(=O)OCC (ethyl acetate), O1CCCC1 (tetrahydrofuran), COC(C)(C)C (tert-butyl methyl ether). The product is NC(C1=CC=C(C=C1)N[C@H](C=1C(=C(OCCOC(C)=O)C=C(C1)OC)F)C1=NN(C(N1)=O)C1=NC=CC=N1)=NC(=O)OCC(=C)C (Acetic acid 2-{3-[(R)-{4-[amino(2-methylallyloxycarbonylimino)methyl]phenylamino}-(5-oxo-1-pyrimidin-2-yl-4,5-dihydro-1H-[1,2,4]-triazol-3-yl)methyl]-2-fluoro-5-methoxyphenoxy}ethyl ester). Yield: 62.6%. Reaction SMILES: Cl.[F:2][C:3]1[C:8]([O:9][CH2:10][CH2:11][OH:12])=[CH:7][C:6]([O:13][CH3:14])=[CH:5][C:4]=1[C@@H:15]([NH:28][C:29]1[CH:37]=[CH:36][C:32]([C:33]([NH2:35])=[NH:34])=[CH:31][CH:30]=1)[C:16]1[NH:20][C:19](=[O:21])[N:18]([C:22]2[N:27]=[CH:26][CH:25]=[CH:24][N:23]=2)[N:17]=1.C(=O)([O-])[O-].[K+].[K+].[C:44](=[O:57])(OC1C=CC=CC=1)[O:45][CH2:46][C:47]([CH3:49])=[CH2:48].[C:58](OC(=O)C)(=[O:60])[CH3:59].C(=O)([O-])O.[Na+]>CS(C)=O.CN(C)C1C=CN=CC=1.COC(C)(C)C.C(OCC)(=O)C.O1CCCC1>[NH2:34][C:33](=[N:35][C:44]([O:45][CH2:46][C:47]([CH3:49])=[CH2:48])=[O:57])[C:32]1[CH:31]=[CH:30][C:29]([NH:28][C@@H:15]([C:16]2[NH:20][C:19](=[O:21])[N:18]([C:22]3[N:23]=[CH:24][CH:25]=[CH:26][N:27]=3)[N:17]=2)[C:4]2[C:3]([F:2])=[C:8]([CH:7]=[C:6]([O:13][CH3:14])[CH:5]=2)[O:9][CH2:10][CH2:11][O:12][C:58](=[O:60])[CH3:59])=[CH:37][CH:36]=1 |f:0.1,2.3.4,7.8|. Procedure details: At room temperature, 4-{[(R)-[2-fluoro-3-(2-hydroxyethoxy)-5-methoxyphenyl](5-oxo-1-pyrimidin-2-yl-4,5-dihydro-1H-[1,2,4]-triazol-3-yl)methyl]amino}benzamidine hydrochloride (5.058 g, 9.42 mmol) was dissolved in dimethyl sulfoxide (15 mL), and potassium carbonate (3.91 g, 28.3 mmol) was added thereto. To the resulting mixture, 2-methyl-allyl phenyl carbonate (1.81 g, 9.42 mmol) was added under stirring at room temperature, and the resulting mixture was stirred for 18 hours. Thereafter, 4-dimethy... Reactants: C(C)(C)(C)OC(=O)N1CCC(CC1)O (4-hydroxy-piperidine-1-carboxylic acid tert-butyl ester), [H-].[Na+] (NaH), O (water), C(C1=CC=CC=C1)OC1=CC=C(C=C1)C1=C(N=NC(=C1)Cl)CCCC (4-(4-benzyloxy-phenyl)-3-butyl-6-chloro-pyridazine). Solvent: C1CCOC1 (THF). Reaction conditions: time 10 minute. Product: C(C)(C)(C)OC(=O)N1CCC(CC1)OC=1N=NC(=C(C1)C1=CC=C(C=C1)OCC1=CC=CC=C1)CCCC (4-[5-(4-benzyloxy-phenyl)-6-butyl-pyridazin-3-yloxy]-piperidine-1-carboxylic acid tert-butyl ester). RXN SMILES: [C:1]([O:5][C:6]([N:8]1[CH2:13][CH2:12][CH:11]([OH:14])[CH2:10][CH2:9]1)=[O:7])([CH3:4])([CH3:3])[CH3:2].[H-].[Na+].[CH2:17]([O:24][C:25]1[CH:30]=[CH:29][C:28]([C:31]2[CH:36]=[C:35](Cl)[N:34]=[N:33][C:32]=2[CH2:38][CH2:39][CH2:40][CH3:41])=[CH:27][CH:26]=1)[C:18]1[CH:23]=[CH:22][CH:21]=[CH:20][CH:19]=1.O>C1COCC1>[C:1]([O:5][C:6]([N:8]1[CH2:13][CH2:12][CH:11]([O:14][C:35]2[N:34]=[N:33][C:32]([CH2:38][CH2:39][CH2:40][CH3:41])=[C:31]([C:28]3[CH:27]=[CH:26][C:25]([O:24][CH2:17][C:18]4[CH:19]=[CH:20][CH:21]=[CH:22][CH:23]=4)=[CH:30][CH:29]=3)[CH:36]=2)[CH2:10][CH2:9]1)=[O:7])([CH3:4])([CH3:2])[CH3:3] |f:1.2|. Procedure details: To a stirred solution of 4-hydroxy-piperidine-1-carboxylic acid tert-butyl ester (227 mg, 1.13 mmol) in THF (4.0 mL) at room temperature was added NaH (100 mg, 4.5 mmol). Stirring was continued for 10 min. To this solution was added 4-(4-benzyloxy-phenyl)-3-butyl-6-chloro-pyridazine (200 mg, 0.56 mmol) and the resulting mixture was stirred at 50-55° C. overnight. The reaction was poured into water and extracted with ethyl acetate. The organic layer was washed with water followed by brine, dried ...